Dataset: the Open Reaction Database (ORD), a public repository of structured organic reaction records. Task: describe an organic reaction: reactants, conditions, products, and yield The reactants are NC=1C=C(C=CC1)O (3-aminophenol), ClC1=CC(=CC(=C1)Cl)Cl (1,3,5-trichlorobenzene), C([O-])([O-])=O.[K+].[K+] (potassium carbonate). The solvent is CN(P(N(C)C)(N(C)C)=O)C (hexamethylphosphoric triamide). Yields the product Cl.NC=1C=C(OC2=CC(=CC(=C2)Cl)OC2=CC(=CC=C2)N)C=CC1 (1,3-bis(3-aminophenoxy)-5-chlorobenzene hydrochloride). The yield is 94.7%. Reaction SMILES: [NH2:1][C:2]1[CH:3]=[C:4]([OH:8])[CH:5]=[CH:6][CH:7]=1.[Cl:9][C:10]1[CH:15]=[C:14](Cl)[CH:13]=[C:12]([Cl:17])[CH:11]=1.[C:18](=[O:21])([O-])[O-].[K+].[K+]>CN(C)P(=O)(N(C)C)N(C)C>[ClH:9].[NH2:1][C:2]1[CH:3]=[C:4]([CH:5]=[CH:6][CH:7]=1)[O:8][C:14]1[CH:13]=[C:12]([Cl:17])[CH:11]=[C:10]([O:21][C:18]2[CH:5]=[CH:6][CH:7]=[C:2]([NH2:1])[CH:3]=2)[CH:15]=1 |f:2.3.4,6.7|. Procedure details: 32.7 g (0.3 mol) of 3-aminophenol, 18.2 g (0.1 mol) of 1,3,5-trichlorobenzene, 28 g (0.2 mol) of anhydrous potassium carbonate and 150 ml of hexamethylphosphoric triamide were charged in a flask equipped with a stirrer. The mixture was maintained at 180° to 190° C. for 24 hours under stirring while passing gaseous nitrogen through it to accomplish the condensation. Then the reaction mixture was treated according to the same procedure as described in Example 1 to obtain 34.4 g of 1,3-bis(3-aminop... Reactants: OC(C=C)CCCC(CCCC(C)OC(C)(C)C)O (3,7-dihydroxy-11-tertiarybutoxydodec-1-ene), C(C)NCC (diethylamine). Reagents/catalysts: [O-2].[O-2].[Mn+4] (manganese dioxide). The solvent is C1=CC=CC=C1 (benzene), CCOCC (ether), C1=CC=CC=C1 (benzene). Conditions: time 20 hour. Product: C(C)N(CCC1(OC(CCC1)CCCC(C)OC(C)(C)C)O)CC (2-[2'-diethylaminoethyl]-6-[4-t-butoxypentyl]-2-tetrahydropyranol). As a reaction SMILES: [OH:1][CH:2]([CH2:5][CH2:6][CH2:7][CH:8]([OH:19])[CH2:9][CH2:10][CH2:11][CH:12]([O:14][C:15]([CH3:18])([CH3:17])[CH3:16])[CH3:13])[CH:3]=[CH2:4].[CH2:20]([NH:22][CH2:23][CH3:24])[CH3:21]>C1C=CC=CC=1.CCOCC.[O-2].[O-2].[Mn+4]>[CH2:20]([N:22]([CH2:23][CH3:24])[CH2:4][CH2:3][C:2]1([OH:1])[CH2:5][CH2:6][CH2:7][CH:8]([CH2:9][CH2:10][CH2:11][CH:12]([O:14][C:15]([CH3:18])([CH3:17])[CH3:16])[CH3:13])[O:19]1)[CH3:21] |f:4.5.6|. Procedure details: 41.3 G. of 3,7-dihydroxy-11-tertiarybutoxy-dodec-1ene produced in Example 121 was dissolved in benzene solution and added to a slurry of 320 g. of activated manganese dioxide in 1600 ml. of benzene containing 120 ml. of diethylamine. The reaction mixture was stirred at room temperature for 20 hours and filtered free of solids. Removal of the solvents in vacuo gave a pale brown oil. The oil was dissolved in ether and extracted with aqueous 1N hydrochloric acid. Sodium hydroxide was added to the a... Reactants: compound [ 4-6 ], ClCC1=CC=NC=C1 (4-(chloromethyl)pyridine), C(C1=CC=CC=C1)N1C=CC2=CC=C(C=C12)CC(=O)O (2-(1-benzyl-1H-indole-6-yl)acetic acid). The product is N1=CC=C(C=C1)CN1C=CC2=CC=C(C=C12)CC(=O)O (2-[1-(pyridine-4-ylmethyl)-1H-indole-6-yl]acetic acid), C(C1=CC=CC=C1)N1C=CC2=CC=C(C=C12)CC(=O)O (2-(1-benzyl-1H-indole-6-yl)acetic acid). RXN SMILES: Cl[CH2:2][C:3]1[CH:8]=[CH:7][N:6]=[CH:5][CH:4]=1.[CH2:9]([N:16]1[C:24]2[C:19](=[CH:20][CH:21]=[C:22]([CH2:25][C:26]([OH:28])=[O:27])[CH:23]=2)[CH:18]=[CH:17]1)[C:10]1[CH:15]=[CH:14][CH:13]=[CH:12][CH:11]=1>>[N:6]1[CH:7]=[CH:8][C:3]([CH2:2][N:16]2[C:24]3[C:19](=[CH:20][CH:21]=[C:22]([CH2:25][C:26]([OH:28])=[O:27])[CH:23]=3)[CH:18]=[CH:17]2)=[CH:4][CH:5]=1.[CH2:9]([N:16]1[C:24]2[C:19](=[CH:20][CH:21]=[C:22]([CH2:25][C:26]([OH:28])=[O:27])[CH:23]=2)[CH:18]=[CH:17]1)[C:10]1[CH:11]=[CH:12][CH:13]=[CH:14][CH:15]=1. Reported procedure: The titled compound (12 mg) as a yellow solid was prepared from the compound [4-6] obtained in the process (6) of Example 4 (100 mg) and 4-(chloromethyl)pyridine according to the method of the process (7) of Example 4. Starting materials: COC(=O)c1ccc(Br)c(C)c1, O=C([O-])[O-], CC(=O)[O-], CC(=O)[O-], C1COCCN1, [Cs+], [Cs+], C1COCCO1, [Pd+2], c1ccc(P(c2ccccc2)c2ccc3ccccc3c2-c2c(P(c3ccccc3)c3ccccc3)ccc3ccccc23)cc1. Yields the product COC(=O)c1ccc(N2CCOCC2)c(C)c1. RXN SMILES: [Br:47][c:48]1[c:49]([CH3:58])[cH:50][c:51]([C:52](=[O:53])[O:54][CH3:55])[cH:56][cH:57]1.[C:59](=[O:60])([O-:61])[O-:62].[C:77]([O-:78])(=[O:79])[CH3:80].[C:82]([O-:83])(=[O:84])[CH3:85].[CH2:65]1[CH2:66][O:67][CH2:68][CH2:69][NH:70]1.[Cs+:63].[Cs+:64].[O:71]1[CH2:72][CH2:73][O:74][CH2:75][CH2:76]1.[Pd+2:81].[cH:1]1[cH:2][cH:3][c:4]([P:5]([c:6]2[cH:7][cH:8][c:9]3[c:10]([cH:11][cH:12][cH:13][cH:14]3)[c:15]2-[c:16]2[c:17]3[c:18]([cH:19][cH:20][cH:21][cH:22]3)[cH:23][cH:24][c:25]2[P:26]([c:27]2[cH:28][cH:29][cH:30][cH:31][cH:32]2)[c:33]2[cH:34][cH:35][cH:36][cH:37][cH:38]2)[c:39]2[cH:40][cH:41][cH:42][cH:43][cH:44]2)[cH:45][cH:46]1>>[c:48]1([N:70]2[CH2:65][CH2:66][O:67][CH2:68][CH2:69]2)[c:49]([CH3:58])[cH:50][c:51]([C:52](=[O:53])[O:54][CH3:55])[cH:56][cH:57]1. Reactants: O=C([O-])[O-], CCOC(C)=O, [Cs+], [Cs+], Fc1nc(F)c(F)c(F)c1F, CN(C)C=O, O, CCOC(=O)C(O)CC(C)C. Product: CCOC(=O)C(CC(C)C)Oc1c(F)c(F)nc(F)c1F. As a reaction SMILES: [C:23](=[O:24])([O-:25])[O-:26].[CH3:35][CH2:36][O:37][C:38](=[O:39])[CH3:40].[Cs+:27].[Cs+:28].[F:12][c:13]1[c:14]([F:22])[c:15]([F:21])[c:16]([F:20])[c:17]([F:19])[n:18]1.[O:30]=[CH:31][N:32]([CH3:33])[CH3:34].[OH2:29].[OH:1][CH:2]([C:3](=[O:4])[O:5][CH2:6][CH3:7])[CH2:8][CH:9]([CH3:10])[CH3:11]>>[O:1]([CH:2]([C:3](=[O:4])[O:5][CH2:6][CH3:7])[CH2:8][CH:9]([CH3:10])[CH3:11])[c:15]1[c:14]([F:22])[c:13]([F:12])[n:18][c:17]([F:19])[c:16]1[F:20]. Isolated yield 9.3%. Starting materials: C(c1cc(C=O)cc(C=O)c1)=O, CC1=CN=C(C=C1)N, [C-]#[N+]C1CCCCC1. Product: Cc1ccc2nc(c3cc(C=O)cc(C=O)c3)c(NC3CCCCC3)n2c1. The reagents and catalysts are O=C(O)C(F)(F)F (trifluoroacetic acid). Solvent: CC(C)O (isopropyl alcohol), CC(C)O (isopropylalcohol). Conditions: temperature 22 celsius, time 20 hour. RXN SMILES: CC1=CC=C(N)N=C1.[C-]#[N+]C1CCCCC1.O=CC1=CC(C=O)=CC(C=O)=C1>>CC1=CN2C(C=C1)=NC(=C2NC1CCCCC1)C1=CC(C=O)=CC(C=O)=C1.